From a dataset of the Open Reaction Database (ORD), a public repository of structured organic reaction records. describe an organic reaction: reactants, conditions, products, and yield Starting materials: C1(CCCCC1)C=C(C(C(C)(C)C)=O)N1N=CN=C1 (1-cyclohexyl-4,4-dimethyl-2-(1,2,4-triazol-1-yl)-pent-1-en-3-one), [BH4-].[Na+] (sodium borohydride). The solvent is CO (methanol). Product: C1(CCCCC1)C=C(C(C(C)(C)C)O)N1N=CN=C1 (1-cyclohexyl-4,4-dimethyl-2-(1,2,4-triazol-1-yl)-pent-1-en-3-ol). Isolated yield 55.1%. RXN SMILES: [CH:1]1([CH:7]=[C:8]([N:15]2[CH:19]=[N:18][CH:17]=[N:16]2)[C:9](=[O:14])[C:10]([CH3:13])([CH3:12])[CH3:11])[CH2:6][CH2:5][CH2:4][CH2:3][CH2:2]1.[BH4-].[Na+]>CO>[CH:1]1([CH:7]=[C:8]([N:15]2[CH:19]=[N:18][CH:17]=[N:16]2)[CH:9]([OH:14])[C:10]([CH3:13])([CH3:12])[CH3:11])[CH2:2][CH2:3][CH2:4][CH2:5][CH2:6]1 |f:1.2|. Reported procedure: 26 g (0.1 mol) of 1-cyclohexyl-4,4-dimethyl-2-(1,2,4-triazol-1-yl)-pent-1-en-3-one (Example 1) were taken up in 200 ml of methanol, and 4.5 g of sodium borohydride were added in portions, whilst stirring and cooling. When the reaction had ended, the reaction mixture was adjusted to pH 6 and concentrated. The residue was taken up in 200 ml of methylene chloride, the methylene chloride mixture was washed with saturated sodium bicarbonate solution, dried over sodium sulphate and filtered and the fi... Reactants: CI, CN(C)C=O, COc1cc2[nH]cc(-c3cc4c(C)ccnc4n3S(=O)(=O)c3ccc(C)cc3)c2cc1OC, [H-], [Na+], O. Yields the product COc1cc2c(-c3cc4c(C)ccnc4n3S(=O)(=O)c3ccc(C)cc3)cn(C)c2cc1OC. RXN SMILES: [CH3:36][I:37].[CH3:38][N:39]([CH3:40])[CH:41]=[O:42].[CH3:3][O:4][c:5]1[cH:6][c:7]2[c:8](-[c:16]3[cH:17][c:18]4[c:19]([n:20][cH:21][cH:22][c:23]4[CH3:24])[n:25]3[S:26](=[O:27])(=[O:28])[c:29]3[cH:30][cH:31][c:32]([CH3:35])[cH:33][cH:34]3)[cH:9][nH:10][c:11]2[cH:12][c:13]1[O:14][CH3:15].[H-:1].[Na+:2].[OH2:43]>>[CH3:3][O:4][c:5]1[cH:6][c:7]2[c:8](-[c:16]3[cH:17][c:18]4[c:19]([n:20][cH:21][cH:22][c:23]4[CH3:24])[n:25]3[S:26](=[O:27])(=[O:28])[c:29]3[cH:30][cH:31][c:32]([CH3:35])[cH:33][cH:34]3)[cH:9][n:10]([CH3:36])[c:11]2[cH:12][c:13]1[O:14][CH3:15]. Reactants: N[C@@H](CCCCNC(=O)OC(C)(C)C)C(=O)OC (H-Lys(Boc)-OMe), N[C@@H](CCCCNC(=O)OC(C)(C)C)C(=O)OC (H-Lys(Boc)-OMe), BrCC(=O)OC (methyl bromoacetate), NCCNCCN (diethylenetriamine). Yields the product DOTA-alkyl-biotin, O=C1C(NC(CNCCNCCN1)=O)CCCCNC(OC(C)(C)C)=O (tert-butyl 4-(3,12-dioxo-1,4,7,10-tetraazacyclododecan-2-yl)butylcarbamate). RXN SMILES: [NH2:1][C@H:2]([C:15]([O:17]C)=O)[CH2:3][CH2:4][CH2:5][CH2:6][NH:7][C:8]([O:10][C:11]([CH3:14])([CH3:13])[CH3:12])=[O:9].Br[CH2:20][C:21]([O:23]C)=O.[NH2:25][CH2:26][CH2:27][NH:28][CH2:29][CH2:30][NH2:31]>>[O:17]=[C:15]1[NH:31][CH2:30][CH2:29][NH:28][CH2:27][CH2:26][NH:25][CH2:20][C:21](=[O:23])[NH:1][CH:2]1[CH2:3][CH2:4][CH2:5][CH2:6][NH:7][C:8](=[O:9])[O:10][C:11]([CH3:12])([CH3:13])[CH3:14]. Reported procedure: DOTA-alkyl-biotin was synthesized following the procedure of Takenouchi et al. (J. Organic Chem. 58:1955-1958, 1993) starting with the compound H-Lys(Boc)-OMe (Bachem, E-1620). H-Lys(Boc)-OMe was treated stepwise with methyl bromoacetate and diethylenetriamine to obtain tert-butyl 4-(3,12-dioxo-1,4,7,10-tetraazacyclododecan-2-yl)butylcarbamate. Borane-THF complex was used to reduce the carboxylic amides followed by trifluoroacetic acid Boc deprotection to obtain 4-(1,4,7,10-tetraazacyclododecan-... The reactants are CN1N=CC(=C1)N/C(=N\C(OC(C)(C)C)=O)/NC(OC(C)(C)C)=O (di-tert-butyl {(E)-[(1-methyl-1H-pyrazol-4-yl)amino]methylylidene}biscarbamate), C(=O)(C(F)(F)F)O (TFA). Run in C(Cl)Cl (DCM). Reaction conditions: time 20 hour. Yields the product CN1N=CC(=C1)NC(=N)N (1-(1-methyl-1H-pyrazol-4-yl)guanidine). Yield: 251.5%. Reaction SMILES: [CH3:1][N:2]1[CH:6]=[C:5]([NH:7]/[C:8](/[NH:17]C(=O)OC(C)(C)C)=[N:9]\C(=O)OC(C)(C)C)[CH:4]=[N:3]1.C(O)(C(F)(F)F)=O>C(Cl)Cl>[CH3:1][N:2]1[CH:6]=[C:5]([NH:7][C:8]([NH2:17])=[NH:9])[CH:4]=[N:3]1. Procedure details: To a solution of di-tert-butyl {(E)-[(1-methyl-1H-pyrazol-4-yl)amino]methylylidene}biscarbamate (17.5 g, 50 mmol) in DCM (50 mL) was added TFA (50 mL) at 0° C. The reaction was allowed to warm to rt and stirred for 20 hrs. The reaction mixture was concentrated to dryness to afford the crude title compound (17.5 g, quant) as a yellow oil. 1H NMR (400 MHz, Methanol-d4) δ ppm 7.81-7.82 (d, 1H), 7.74 (s, 1H), 7.47 (s, 1H), 3.89 (s, 3H). Yields the product C(C)(=O)C=1C=CC(=C(C1)CNC(C)=O)Cl (N-[(5-acetyl-2-chlorophenyl)methyl]acetamide). Procedure details: To 169.9 kg of the dichloromethane solution of N-[(2-chlorophenyl)methyl]acetamide obtained in Example 3-(A), 47.1 kg (0.6 moles) of acetyl chloride was added and 108.0 kg (0.81 kmoles) of aluminum chloride was added at 15 to 30° C. over 1.5 hours. After dichloromethane was distilled off was distilled off under normal pressure until the temperature reaches 50° C. over 2 hours, the mixture was aged for 6 hours (objective product: other position isomers=76.75%:1.65%; GC area %). After the completi... The solvent is O (water). Conditions: time 2 hour. RXN SMILES: ClCCl.[Cl:4][C:5]1[CH:10]=[CH:9][CH:8]=[CH:7][C:6]=1[CH2:11][NH:12][C:13](=[O:15])[CH3:14].[C:16](Cl)(=[O:18])[CH3:17].[Cl-].[Al+3].[Cl-].[Cl-]>O>[C:16]([C:8]1[CH:9]=[CH:10][C:5]([Cl:4])=[C:6]([CH2:11][NH:12][C:13](=[O:15])[CH3:14])[CH:7]=1)(=[O:18])[CH3:17] |f:3.4.5.6|. Reactants: ClCCl (dichloromethane), ClC1=C(C=CC=C1)CNC(C)=O (N-[(2-chlorophenyl)methyl]acetamide), C(C)(=O)Cl (acetyl chloride), [Cl-].[Al+3].[Cl-].[Cl-] (aluminum chloride). Starting materials: ClC1=C2C(NC=NC2=CC=C1)=O (5-chloroquinazolin-4-one), [N+](=O)(O)[O-] (HNO3). The solvent is OS(=O)(=O)O (H2SO4). Run at time 1 hour. Product: ClC1=C2C(NC=NC2=CC=C1[N+](=O)[O-])=O (5-chloro-6-nitroquinazolin-4-one). Reaction SMILES: [Cl:1][C:2]1[CH:11]=[CH:10][CH:9]=[C:8]2[C:3]=1[C:4](=[O:12])[NH:5][CH:6]=[N:7]2.[N+:13]([O-])([OH:15])=[O:14]>OS(O)(=O)=O>[Cl:1][C:2]1[C:11]([N+:13]([O-:15])=[O:14])=[CH:10][CH:9]=[C:8]2[C:3]=1[C:4](=[O:12])[NH:5][CH:6]=[N:7]2. Reported procedure: A solution of the above quinazolinone (1.26 g, 7.0 mmol) in conc. H2SO4 (7 mL) was cooled to −20° C., and 90% HNO3 (0.49 g, 7.0 mmol) was added with stirring. Stirring continued for 1 h at −20° C., and 2 h at room temperature. The mixture was poured onto ice, filtered, washed with water and dried to give 5-chloro-6-nitroquinazolin-4-one, along with the 8-nitro isomer in a 4:1 ratio. Three recrystallizations from EtOH gave the product as a 6:1 ratio of isomers (0.85 g). The reactants are O=C([O-])[O-], CS(C)=O, CC(C)(C)OC(=O)N1CC(c2nccnc2Cl)C1, [Cs+], [Cs+], O, O=C(c1ccc(O)cc1)c1nc2ccccc2[nH]1. Yields the product CC(C)(C)OC(=O)N1CC(c2nccnc2Oc2ccc(C(=O)c3nc4ccccc4[nH]3)cc2)C1. As a reaction SMILES: [C:37](=[O:38])([O-:39])[O-:40].[CH3:43][S:44]([CH3:45])=[O:46].[Cl:1][c:2]1[c:3]([CH:8]2[CH2:9][N:10]([C:12](=[O:13])[O:14][C:15]([CH3:16])([CH3:17])[CH3:18])[CH2:11]2)[n:4][cH:5][cH:6][n:7]1.[Cs+:41].[Cs+:42].[OH2:47].[nH:19]1[c:20]([C:28](=[O:29])[c:30]2[cH:31][cH:32][c:33]([OH:36])[cH:34][cH:35]2)[n:21][c:22]2[c:23]1[cH:24][cH:25][cH:26][cH:27]2>>[c:2]1([O:36][c:33]2[cH:32][cH:31][c:30]([C:28]([c:20]3[nH:19][c:23]4[c:22]([n:21]3)[cH:27][cH:26][cH:25][cH:24]4)=[O:29])[cH:35][cH:34]2)[c:3]([CH:8]2[CH2:9][N:10]([C:12](=[O:13])[O:14][C:15]([CH3:16])([CH3:17])[CH3:18])[CH2:11]2)[n:4][cH:5][cH:6][n:7]1. Reactants: N1=C(N=CC=2CC[C@H]3[C@H](C12)CCCN3)NC(OCC3=CC=CC=C3)=O ((±) trans-(5,6,6a,7,8,9,10,10a-Octahydropyrido[2,3-h]quinazolin-2-yl)-carbamic acid, phenylmethyl ester), C([O-])([O-])=O.[K+].[K+] (potassium carbonate), ICCC (1-iodopropane). Solvent: C(C)#N (acetonitrile). The product is [OH-].[NH4+] (ammonium hydroxide), C(CC)N1CCC[C@@H]2[C@@H]1CCC=1C=NC(=NC21)NC(OCC2=CC=CC=C2)=O ((±) trans-(5,6,6a,7,8,9,10,10a-Octahydro-7-propylpyrido[2,3-h]quinazolin-2-yl)-carbamic acid, phenylmethyl ester). Isolated yield 144.2%. As a reaction SMILES: [N:1]1[C:10]2[C@@H:9]3[CH2:11][CH2:12][CH2:13][NH:14][C@H:8]3[CH2:7][CH2:6][C:5]=2[CH:4]=[N:3][C:2]=1[NH:15][C:16](=[O:25])[O:17][CH2:18][C:19]1[CH:24]=[CH:23][CH:22]=[CH:21][CH:20]=1.C(=O)([O-])[O-].[K+].[K+].I[CH2:33][CH2:34][CH3:35]>C(#N)C>[OH-:17].[NH4+:1].[CH2:33]([N:14]1[C@H:8]2[CH2:7][CH2:6][C:5]3[CH:4]=[N:3][C:2]([NH:15][C:16](=[O:25])[O:17][CH2:18][C:19]4[CH:24]=[CH:23][CH:22]=[CH:21][CH:20]=4)=[N:1][C:10]=3[C@@H:9]2[CH2:11][CH2:12][CH2:13]1)[CH2:34][CH3:35] |f:1.2.3,6.7|. Procedure details: A mixture of 1.74 g (5.14 mmol) of (±) trans-(5,6,6a,7,8,9,10,10a-octahydropyrido[2,3-h]quinazolin-2-yl)-carbamic acid, phenylmethyl ester, (Example 20), 3.6 g (26.05 mmol) of finely ground potassium carbonate and 2.5 ml (25.63 mmol) of 1-iodopropane in 250 ml acetonitrile is refluxed, under nitrogen, for 24 hours. The suspension is cooled, filtered through a pad of Celite, concentrated and partitioned between brine and chloroform. The chloroform extract is separated, dried over magnesium sulfat... The product is C(C)(C)[C@H]1[C@H](CCC(C1)=O)N1C([C@H](CC1)NC(OCC1=CC=CC=C1)=O)=O (benzyl (S)-1-((1S,2S)-2-isopropyl-4-oxocyclohexyl)-2-oxopyrrolidin-3-ylcarbamate). Conditions: temperature 0 celsius, time 1 hour. Reaction SMILES: [OH:1][C@@H:2]1[CH2:7][CH2:6][C@H:5]([N:8]2[CH2:12][CH2:11][C@H:10]([NH:13][C:14](=[O:23])[O:15][CH2:16][C:17]3[CH:22]=[CH:21][CH:20]=[CH:19][CH:18]=3)[C:9]2=[O:24])[C@H:4]([CH:25]([CH3:27])[CH3:26])[CH2:3]1.CC(OI1(OC(C)=O)(OC(C)=O)OC(=O)C2C=CC=CC1=2)=O>C(Cl)Cl>[CH:25]([C@@H:4]1[CH2:3][C:2](=[O:1])[CH2:7][CH2:6][C@@H:5]1[N:8]1[CH2:12][CH2:11][C@H:10]([NH:13][C:14](=[O:23])[O:15][CH2:16][C:17]2[CH:22]=[CH:21][CH:20]=[CH:19][CH:18]=2)[C:9]1=[O:24])([CH3:27])[CH3:26]. Procedure details: Benzyl (S)-1-((1S,2S,4R)-4-hydroxy-2-isopropylcyclohexyl)-2-oxopyrrolidin-3-ylcarbamate (333 mg) was dissolved in CH2Cl2 (5 mL) and cooled to 0° C. prior to the addition of Dess-Martin reagent (678.9 mg). This solution was warmed to rt over 1 h, and then was cooled to 0° C. prior to the addition of more Dess-Martin reagent (260 mg). After 1 h at rt, the reaction was quenched with Et2O and 1N NaOH. The organic extracts were combined, washed with saturated Na2S2O3 and NaHCO3 solutions, dried (MgSO... Starting materials: CC(=O)OI1(C=2C=CC=CC2C(=O)O1)(OC(=O)C)OC(=O)C (Dess-Martin reagent), O[C@H]1C[C@H]([C@H](CC1)N1C([C@H](CC1)NC(OCC1=CC=CC=C1)=O)=O)C(C)C (Benzyl (S)-1-((1S,2S,4R)-4-hydroxy-2-isopropylcyclohexyl)-2-oxopyrrolidin-3-ylcarbamate), CC(=O)OI1(C=2C=CC=CC2C(=O)O1)(OC(=O)C)OC(=O)C (Dess-Martin reagent). Run in C(Cl)Cl (CH2Cl2). The yield is 105.7%.